From a dataset of the Open Reaction Database (ORD), a public repository of structured organic reaction records. describe an organic reaction: reactants, conditions, products, and yield Reactants: Cl.C(C)OC(=O)C1CCN(CC1)CC1=CC=CC=C1 (1-(phenylmethyl)-4-piperidinecarboxylic acid ethyl ester hydrochloride), [Cl-].[NH4+] (ammonium chloride), [Mg] (magnesium), II (iodine), BrC1=CC=C(C=C1)F (p-bromofluorobenzene). Solvent: O1CCCC1 (tetrahydrofuran), O1CCCC1 (tetrahydrofuran), O1CCCC1 (tetrahydrofuran). Run at time 1.5 hour. Yields the product FC1=CC=C(C=C1)C(O)(C1CCN(CC1)CC1=CC=CC=C1)C1=CC=C(C=C1)F (α,α-Bis-(4-fluorophenyl)-1-(phenylmethyl)-4-piperidinemethanol). The yield is 51.0%. RXN SMILES: [Mg].II.Br[C:5]1[CH:10]=[CH:9][C:8]([F:11])=[CH:7][CH:6]=1.Cl.C(O[C:16]([CH:18]1[CH2:23][CH2:22][N:21]([CH2:24][C:25]2[CH:30]=[CH:29][CH:28]=[CH:27][CH:26]=2)[CH2:20][CH2:19]1)=[O:17])C.[Cl-].[NH4+]>O1CCCC1>[F:11][C:8]1[CH:9]=[CH:10][C:5]([C:16]([C:5]2[CH:10]=[CH:9][C:8]([F:11])=[CH:7][CH:6]=2)([CH:18]2[CH2:19][CH2:20][N:21]([CH2:24][C:25]3[CH:26]=[CH:27][CH:28]=[CH:29][CH:30]=3)[CH2:22][CH2:23]2)[OH:17])=[CH:6][CH:7]=1 |f:3.4,5.6|. Reported procedure: To a 6.08 g (0.25 mole) of magnesium turnings and an iodine crystal in 600 ml of dry tetrahydrofuran and under an atmosphere of nitrogen was added, dropwise, a solution of p-bromofluorobenzene in 125 ml of tetrahydrofuran. The temperature of the reaction was kept below 10° C. by cooling in an ice-methanol bath. The mixture was stirred at room temperature for 1.5 hours. A solution of 24.7 g (0.10 mole) of 1-(phenylmethyl)-4-piperidinecarboxylic acid ethyl ester hydrochloride in tetrahydrofuran wa... Starting materials: ClC1=C(C(=O)NC2=C(C=CC(=C2)O)F)C=CC=C1C1(CC1)C#N (2-chloro-3-(1-cyanocyclopropyl)-N-(2-fluoro-5-hydroxyphenyl)benzamide), ClC1=NC=C(C=C1)[N+](=O)[O-] (2-chloro-5-nitropyridine), C([O-])([O-])=O.[K+].[K+] (potassium carbonate), CN(C=O)C (N,N-dimethylformamide), CN(C=O)C (N,N-dimethylformamide). Solvent: O (water). Conditions: time 4 hour. Yields the product ClC1=C(C(=O)NC2=C(C=CC(=C2)OC2=NC=C(C=C2)[N+](=O)[O-])F)C=CC=C1C1(CC1)C#N (2-chloro-3-(1-cyanocyclopropyl)-N-{2-fluoro-5-[(5-nitropyridin-2-yl)oxy]phenyl}benzamide). The yield is 93.0%. Reaction SMILES: [Cl:1][C:2]1[C:18]([C:19]2([C:22]#[N:23])[CH2:21][CH2:20]2)=[CH:17][CH:16]=[CH:15][C:3]=1[C:4]([NH:6][C:7]1[CH:12]=[C:11]([OH:13])[CH:10]=[CH:9][C:8]=1[F:14])=[O:5].Cl[C:25]1[CH:30]=[CH:29][C:28]([N+:31]([O-:33])=[O:32])=[CH:27][N:26]=1.C(=O)([O-])[O-].[K+].[K+].CN(C)C=O>O>[Cl:1][C:2]1[C:18]([C:19]2([C:22]#[N:23])[CH2:21][CH2:20]2)=[CH:17][CH:16]=[CH:15][C:3]=1[C:4]([NH:6][C:7]1[CH:12]=[C:11]([O:13][C:25]2[CH:30]=[CH:29][C:28]([N+:31]([O-:33])=[O:32])=[CH:27][N:26]=2)[CH:10]=[CH:9][C:8]=1[F:14])=[O:5] |f:2.3.4|. Procedure: A mixture of 2-chloro-3-(1-cyanocyclopropyl)-N-(2-fluoro-5-hydroxyphenyl)benzamide (23.0 g, 69.6 mmol), 2-chloro-5-nitropyridine (12.2 g, 77.1 mmol), potassium carbonate (11.5 g, 83.1 mmol) and N,N-dimethylformamide (70 mL) was stirred at room temperature for 4 hr. To the reaction mixture were added N,N-dimethylformamide (130 mL) and water (250 mL), and the mixture was stirred at room temperature for 1 hr. The precipitate was collected by filtration, washed with water (200 mL), and dried under r... Reactants: C(CCCCCCCCC)O (1-decanol), C[O-].[Na+] (sodium methylate). The solvent is CO (methanol). Product: CCCCCCCCCC[O-].[Na+] (sodium decylate). Reaction SMILES: [CH2:1]([OH:11])[CH2:2][CH2:3][CH2:4][CH2:5][CH2:6][CH2:7][CH2:8][CH2:9][CH3:10].C[O-].[Na+:14]>CO>[CH3:10][CH2:9][CH2:8][CH2:7][CH2:6][CH2:5][CH2:4][CH2:3][CH2:2][CH2:1][O-:11].[Na+:14] |f:1.2,4.5|. Procedure: Into a 500 ml eggplant type flask, 1-decanol (180 g) and a methanol solution of sodium methylate (28%) were charged, stirred and heated under reduced pressure to distill off methanol. By GC, it was confirmed that no methanol remained in the reaction solution. Into a 1 l four-necked flask, N,N-dimethylformamide (150 ml) and CH3CHClCOO(CH2)9CH3 (27.1 g) obtained in Example 19 were charged and stirred, and a solution of sodium decylate obtained in the above operation was added dropwise at an intern... Starting materials: CC(=O)N1CCN(c2ccc(NC(=O)Cc3cnc(Cl)c(S(C)(=O)=O)c3)nc2)CC1, O=C([O-])[O-], CCO, Cc1cc(B2OC(C)(C)C(C)(C)O2)ccn1, Cc1ccccc1, [Na+], [Na+], O, c1ccc(P(c2ccccc2)(c2ccccc2)[Pd](P(c2ccccc2)(c2ccccc2)c2ccccc2)(P(c2ccccc2)(c2ccccc2)c2ccccc2)P(c2ccccc2)(c2ccccc2)c2ccccc2)cc1. Product: CC(=O)N1CCN(c2ccc(NC(=O)Cc3cnc(-c4ccnc(C)c4)c(S(C)(=O)=O)c3)nc2)CC1. As a reaction SMILES: [C:1]([CH3:2])(=[O:3])[N:4]1[CH2:5][CH2:6][N:7]([c:10]2[cH:11][cH:12][c:13]([NH:16][C:17]([CH2:18][c:19]3[cH:20][n:21][c:22]([Cl:29])[c:23]([S:25](=[O:26])(=[O:27])[CH3:28])[cH:24]3)=[O:30])[n:14][cH:15]2)[CH2:8][CH2:9]1.[C:47](=[O:48])([O-:49])[O-:50].[CH3:137][CH2:138][OH:139].[CH3:31][c:32]1[n:33][cH:34][cH:35][c:36]([B:38]2[O:39][C:40]([CH3:41])([CH3:42])[C:43]([CH3:44])([CH3:45])[O:46]2)[cH:37]1.[CH3:53][c:54]1[cH:55][cH:56][cH:57][cH:58][cH:59]1.[Na+:51].[Na+:52].[OH2:140].[cH:60]1[cH:61][cH:62][c:63]([P:64]([Pd:65]([P:66]([c:67]2[cH:68][cH:69][cH:70][cH:71][cH:72]2)([c:73]2[cH:74][cH:75][cH:76][cH:77][cH:78]2)[c:79]2[cH:80][cH:81][cH:82][cH:83][cH:84]2)([P:85]([c:86]2[cH:87][cH:88][cH:89][cH:90][cH:91]2)([c:92]2[cH:93][cH:94][cH:95][cH:96][cH:97]2)[c:98]2[cH:99][cH:100][cH:101][cH:102][cH:103]2)[P:104]([c:105]2[cH:106][cH:107][cH:108][cH:109][cH:110]2)([c:111]2[cH:112][cH:113][cH:114][cH:115][cH:116]2)[c:117]2[cH:118][cH:119][cH:120][cH:121][cH:122]2)([c:123]2[cH:124][cH:125][cH:126][cH:127][cH:128]2)[c:129]2[cH:130][cH:131][cH:132][cH:133][cH:134]2)[cH:135][cH:136]1>>[C:1]([CH3:2])(=[O:3])[N:4]1[CH2:5][CH2:6][N:7]([c:10]2[cH:11][cH:12][c:13]([NH:16][C:17]([CH2:18][c:19]3[cH:20][n:21][c:22](-[c:36]4[cH:35][cH:34][n:33][c:32]([CH3:31])[cH:37]4)[c:23]([S:25](=[O:26])(=[O:27])[CH3:28])[cH:24]3)=[O:30])[n:14][cH:15]2)[CH2:8][CH2:9]1. The reactants are Cl (hydrochloric acid), O (water), C(C)(=O)C1=C(C(=C(OCC2=CC=C(C=C2)C(C=2C=C(C#N)C=CC2)O)C=C1)CCC)O (3-{[4-(4-acetyl-3-hydroxy-2-propyl-phenoxymethyl)-phenyl]-hydroxy-methyl}-benzonitrile), [OH-].[K+] (potassium hydroxide), C(C)O (ethanol), O (water). Product: C(C)(=O)C1=C(C(=C(OCC2=CC=C(C=C2)C(C=2C=C(C(=O)O)C=CC2)O)C=C1)CCC)O (3-{[4-(4-acetyl-3-hydroxy-2-propyl-phenoxymethyl)-phenyl]-hydroxy-methyl}-benzoic acid). The yield is 75.0%. Reaction SMILES: [C:1]([C:4]1[CH:27]=[CH:26][C:7]([O:8][CH2:9][C:10]2[CH:15]=[CH:14][C:13]([CH:16]([OH:25])[C:17]3[CH:18]=[C:19]([CH:22]=[CH:23][CH:24]=3)[C:20]#N)=[CH:12][CH:11]=2)=[C:6]([CH2:28][CH2:29][CH3:30])[C:5]=1[OH:31])(=[O:3])[CH3:2].[OH-:32].[K+].C(O)C.Cl.[OH2:38]>>[C:1]([C:4]1[CH:27]=[CH:26][C:7]([O:8][CH2:9][C:10]2[CH:15]=[CH:14][C:13]([CH:16]([OH:25])[C:17]3[CH:18]=[C:19]([CH:22]=[CH:23][CH:24]=3)[C:20]([OH:38])=[O:32])=[CH:12][CH:11]=2)=[C:6]([CH2:28][CH2:29][CH3:30])[C:5]=1[OH:31])(=[O:3])[CH3:2] |f:1.2|. Reported procedure: A mixture of 3-{[4-(4-acetyl-3-hydroxy-2-propyl-phenoxymethyl)-phenyl]-hydroxy-methyl}-benzonitrile (320 mg, 0.772 mmol), potassium hydroxide (1.0 g, 17.85 mmol), water (2 mL), and ethanol (10 mL) is stirred at reflux overnight. The reaction is cooled, the pH is adjusted to 2 with aqueous 5N hydrochloric acid and diluted with water (50 mL). The product is extracted with ethyl acetate (2×50 mL). The combined extracts are washed with water (50 mL), dried over magnesium sulfate, filtered and concen...